Dataset: the Open Reaction Database (ORD), a public repository of structured organic reaction records. Task: describe an organic reaction: reactants, conditions, products, and yield Reactants: C(C)(C)(C)OC(=O)N1C2CCC(C1C(NCC(=O)C1=CC=C(C=C1)Br)=O)C2 (3-[2-(4-Bromo-phenyl)-2-oxo-ethylcarbamoyl]-2-aza-bicyclo[2.2.1]heptane-2-carboxylic acid tert-butyl ester), C(C)(C)(C)OC(=O)N1C2CCC(C1C(=O)O)C2 (2-aza-bicyclo[2.2.1]heptane-2,3-dicarboxylic acid 2-tert-butyl ester). The product is C(C)(C)(C)OC(=O)N1C(COCC1)C(NCC(=O)C1=CC=C(C=C1)Br)=O (3-[2-(4-Bromo-phenyl)-2-oxo-ethylcarbamoyl]-morpholine-4-carboxylic acid tert-butyl ester). Reaction SMILES: [C:1]([O:5][C:6]([N:8]1[CH:13]([C:14](=[O:26])[NH:15][CH2:16][C:17]([C:19]2[CH:24]=[CH:23][C:22]([Br:25])=[CH:21][CH:20]=2)=[O:18])[CH:12]2[CH2:27][CH:9]1CC2)=[O:7])([CH3:4])([CH3:3])[CH3:2].C([O:32]C(N1C(C(O)=O)C2CC1CC2)=O)(C)(C)C>>[C:1]([O:5][C:6]([N:8]1[CH2:9][CH2:27][O:32][CH2:12][CH:13]1[C:14](=[O:26])[NH:15][CH2:16][C:17]([C:19]1[CH:24]=[CH:23][C:22]([Br:25])=[CH:21][CH:20]=1)=[O:18])=[O:7])([CH3:4])([CH3:3])[CH3:2]. Reported procedure: Title compound was prepared according to the method employed to prepare 3-[2-(4-Bromo-phenyl)-2-oxo-ethylcarbamoyl]-2-aza-bicyclo[2.2.1]heptane-2-carboxylic acid tert-butyl ester (Example AE), substituting Morpholine-3,4-dicarboxylic acid 4-tert-butyl ester for 2-aza-bicyclo[2.2.1]heptane-2,3-dicarboxylic acid 2-tert-butyl ester. Reactants: C(C)(C)(C)C1=CC=C(CNN)C=C1 (p-tert.butylbenzylhydrazine), C(C)OC(C=C(OCC)N)=O (β-amino-β-ethoxyacrylic acid ethyl ester), C1(=CC=C(C=C1)S(=O)(=O)O)C (p-toluenesulphonic acid). Solvent: C(C)O (ethanol). The product is NC=1NN(C(C1)=O)CC1=CC=C(C=C1)C(C)(C)C (3-Amino-1-(4-tert.butylbenzyl)-pyrazol-5-one). RXN SMILES: [C:1]([C:5]1[CH:13]=[CH:12][C:8]([CH2:9][NH:10][NH2:11])=[CH:7][CH:6]=1)([CH3:4])([CH3:3])[CH3:2].C([O:16][C:17](=O)[CH:18]=[C:19]([NH2:23])OCC)C.C1(C)C=CC(S(O)(=O)=O)=CC=1>C(O)C>[NH2:23][C:19]1[NH:11][N:10]([CH2:9][C:8]2[CH:7]=[CH:6][C:5]([C:1]([CH3:4])([CH3:2])[CH3:3])=[CH:13][CH:12]=2)[C:17](=[O:16])[CH:18]=1. Procedure: 24.6 g of p-tert.butylbenzylhydrazine were added dropwise, under nitrogen, to a solution of 22 g of β-amino-β-ethoxyacrylic acid ethyl ester and 1 g of p-toluenesulphonic acid in 100 ml of ethanol, in the course of which the temperature rose from 24° to 30° C. After stirring overn the solvent was distilled off in vacuo and the oily residue solidified after addition of 50 ml of petroleum ether. The compound identified above was filtered off and recrystallised from ethanol. Melting point: 126°, 8 ... RXN SMILES: [N+:1]([C:4]1[CH:13]=[CH:12][CH:11]=[C:10]2[C:5]=1[CH:6]=[CH:7][C:8](Cl)=[N:9]2)([O-])=O.[F:15][C:16]1[CH:17]=[C:18]([S:23](Cl)(=[O:25])=[O:24])[CH:19]=[C:20]([F:22])[CH:21]=1.[NH2:27][C:28]1[C:37]2[O:36][CH2:35][CH2:34][O:33][C:32]=2[CH:31]=[CH:30][CH:29]=1>>[O:33]1[C:32]2[CH:31]=[CH:30][CH:29]=[C:28]([NH:27][C:8]3[CH:7]=[CH:6][C:5]4[C:10](=[CH:11][CH:12]=[CH:13][C:4]=4[NH:1][S:23]([C:18]4[CH:17]=[C:16]([F:15])[CH:21]=[C:20]([F:22])[CH:19]=4)(=[O:25])=[O:24])[N:9]=3)[C:37]=2[O:36][CH2:35][CH2:34]1. Reported procedure: The title compound, MS: m/e=470.3 (M+H+), was prepared in accordance with the general method of example 89 from 5-nitro-2-chloroquinoline, 3,5-difluorobenzenesulfonylchloride and 5-amino-1,4-benzodioxane. Product: O1CCOC2=C1C=CC=C2NC2=NC1=CC=CC(=C1C=C2)NS(=O)(=O)C2=CC(=CC(=C2)F)F (N-[2-(2,3-Dihydro-benzo[1,4]dioxin-5-ylamino)-quinolin-5-yl]-3,5-difluoro-benzenesulfonamide). The reactants are [N+](=O)([O-])C1=C2C=CC(=NC2=CC=C1)Cl (5-nitro-2-chloroquinoline), FC=1C=C(C=C(C1)F)S(=O)(=O)Cl (3,5-difluorobenzenesulfonylchloride), NC1=CC=CC=2OCCOC21 (5-amino-1,4-benzodioxane). Reactants: CCOC(=O)c1ccc(C#CC2CCCN2)cc1, ClCCCl, COc1cc(CC(=O)O)ccc1NC(=O)Nc1ccccc1C, CN(C)c1ccncc1, Cl, CN(C)C=O. Product: CCOC(=O)c1ccc(C#CC2CCCN2C(=O)Cc2ccc(NC(=O)Nc3ccccc3C)c(OC)c2)cc1. RXN SMILES: [CH2:24]([CH3:25])[O:26][C:27](=[O:28])[c:29]1[cH:30][cH:31][c:32]([C:35]#[C:36][CH:37]2[NH:38][CH2:39][CH2:40][CH2:41]2)[cH:33][cH:34]1.[CH2:42]([Cl:43])[CH2:44][Cl:45].[CH3:1][O:2][c:3]1[cH:4][c:5]([CH2:20][C:21](=[O:22])[OH:23])[cH:6][cH:7][c:8]1[NH:9][C:10](=[O:11])[NH:12][c:13]1[c:14]([CH3:19])[cH:15][cH:16][cH:17][cH:18]1.[CH3:47][N:48]([c:49]1[cH:50][cH:51][n:52][cH:53][cH:54]1)[CH3:55].[ClH:46].[O:56]=[CH:57][N:58]([CH3:59])[CH3:60]>>[CH3:1][O:2][c:3]1[cH:4][c:5]([CH2:20][C:21](=[O:23])[N:38]2[CH:37]([C:36]#[C:35][c:32]3[cH:31][cH:30][c:29]([C:27]([O:26][CH2:24][CH3:25])=[O:28])[cH:34][cH:33]3)[CH2:41][CH2:40][CH2:39]2)[cH:6][cH:7][c:8]1[NH:9][C:10](=[O:11])[NH:12][c:13]1[c:14]([CH3:19])[cH:15][cH:16][cH:17][cH:18]1. Isolated yield 44.4%. Conditions: time 4 hour. Product: CC(C(=O)O)(C)OC1=CC(=CC=C1)C1CN(CCC1)C(NCC1=CC=C(C=C1)C(F)(F)F)=O (2-methyl-2-{3-[1-(4-trifluoromethyl-benzylcarbamoyl)-piperidin-3-yl]-phenoxy}-propionic acid). The reagents and catalysts are [Pd] (Palladium on carbon). The reactants are C(C1=CC=CC=C1)OC(C(C)(OC1=CC(=CC=C1)C1CN(CCC1)C(NCC1=CC=C(C=C1)C(F)(F)F)=O)C)=O (2-methyl-2-{3-[1-(4-trifluoromethyl-benzylcarbamoyl)-piperidin-3-yl]-phenoxy}-propionic acid benzyl ester). Reaction SMILES: C([O:8][C:9](=[O:40])[C:10]([CH3:39])([O:12][C:13]1[CH:18]=[CH:17][CH:16]=[C:15]([CH:19]2[CH2:24][CH2:23][CH2:22][N:21]([C:25](=[O:38])[NH:26][CH2:27][C:28]3[CH:33]=[CH:32][C:31]([C:34]([F:37])([F:36])[F:35])=[CH:30][CH:29]=3)[CH2:20]2)[CH:14]=1)[CH3:11])C1C=CC=CC=1>[Pd].CO>[CH3:39][C:10]([O:12][C:13]1[CH:18]=[CH:17][CH:16]=[C:15]([CH:19]2[CH2:24][CH2:23][CH2:22][N:21]([C:25](=[O:38])[NH:26][CH2:27][C:28]3[CH:29]=[CH:30][C:31]([C:34]([F:36])([F:37])[F:35])=[CH:32][CH:33]=3)[CH2:20]2)[CH:14]=1)([CH3:11])[C:9]([OH:40])=[O:8]. Procedure: 10% Palladium on carbon (53 mg, 50 wt %) was added to a solution of 2-methyl-2-{3-[1-(4-trifluoromethyl-benzylcarbamoyl)-piperidin-3-yl]-phenoxy}-propionic acid benzyl ester (111 mg, 0.226 mmol) in methanol (5 mL) and the resulting mixture hydrogenated at 50 psi for 4 h. The reaction mixture was filtered through a plug of celite and the celite plug washed thoroughly with ethyl acetate. The combined filtrates were concentrated under reduced pressure. The resultant oil was flash chromatographed wi... Run in CO (methanol). RXN SMILES: [CH2:1]([O:3][C:4]([C:6]1[CH:7]=[N:8][N:9]([CH2:11][C:12]2[S:13][CH:14]=[C:15]([C:17]([OH:19])=O)[N:16]=2)[CH:10]=1)=[O:5])[CH3:2].[F:20][C:21]([F:30])([F:29])[C:22]1[CH:23]=[C:24]([CH:26]=[CH:27][CH:28]=1)[NH2:25]>>[F:20][C:21]([F:29])([F:30])[C:22]1[CH:23]=[C:24]([NH:25][C:17]([C:15]2[N:16]=[C:12]([CH2:11][N:9]3[CH:10]=[C:6]([C:4]([O:3][CH2:1][CH3:2])=[O:5])[CH:7]=[N:8]3)[S:13][CH:14]=2)=[O:19])[CH:26]=[CH:27][CH:28]=1. Yields the product FC(C=1C=C(C=CC1)NC(=O)C=1N=C(SC1)CN1N=CC(=C1)C(=O)OCC)(F)F (ethyl 1-[(4-{[3-(trifluoromethyl)phenyl]carbamoyl}-1,3-thiazol-2-yl)methyl]-1H-pyrazole-4-carboxylate). Reactants: C(C)OC(=O)C=1C=NN(C1)CC=1SC=C(N1)C(=O)O (2-{[4-(ethoxycarbonyl)-1H-pyrazol-1-yl]methyl}-1,3-thiazole-4-carboxylic acid), FC(C=1C=C(N)C=CC1)(F)F (3-(trifluoromethyl)aniline). Reported procedure: By a reaction in the same manner as in Reference Example 19 and using the compound (281 mg, 1.00 mmol) obtained in Example 4a and 3-(trifluoromethyl)aniline (0.149 mL, 1.20 mmol), the title compound (368 mg, 86%) was obtained as a colorless oil. The yield is 86.7%. Reactants: C(CC)SC1=NNC=N1 (3-propylthio-1,2,4-triazole), C(C)N(C(=O)Cl)CC (diethylcarbamoyl chloride), O1CCCC1 (tetrahydrofuran). Run in C(C)N(CC)CC (triethylamine). Product: C(C)N(C(=O)N1N=C(N=C1)SCCC)CC (1-diethylcarbamoyl-3-propylthio-1,2,4-triazole). As a reaction SMILES: [CH2:1]([S:4][C:5]1[N:9]=[CH:8][NH:7][N:6]=1)[CH2:2][CH3:3].[CH2:10]([N:12]([CH2:16][CH3:17])[C:13](Cl)=[O:14])[CH3:11].O1CCCC1>C(N(CC)CC)C>[CH2:10]([N:12]([CH2:16][CH3:17])[C:13]([N:7]1[CH:8]=[N:9][C:5]([S:4][CH2:1][CH2:2][CH3:3])=[N:6]1)=[O:14])[CH3:11]. Reported procedure: A mixture of 7.2 g. 3-propylthio-1,2,4-triazole, 6.8 g. diethylcarbamoyl chloride, 35 ml. dry tetrahydrofuran and 9 ml. dry triethylamine was refluxed under anhydrous conditions for 72 hours. The reaction mixture was worked up as described in Example 1 to produce a residual oil. This oil was distilled under reduced pressure to give 1-diethylcarbamoyl-3-propylthio-1,2,4-triazole, b.p. 118° - 121° C./0.2 mm. (89.9% 1-isomer by GLC assay). Elemental analysis satisfactory. Reported procedure: The title compound 137 is prepared according to the procedure reported in Example 38.1 with compound 114 (55.8 mg, 02 mmol) and 2-methylbenzyl bromide (45 μL, 0.34 mmol) as reactants. White solid. (Yield 78.9 mg, 85%). RXN SMILES: [C:1]([C:4]1[CH:5]=[N:6][CH:7]=[CH:8][C:9]=1[CH2:10][CH:11]1[CH2:19][C:18]2[C:13](=[CH:14][CH:15]=[C:16]([CH3:20])[CH:17]=2)[C:12]1=[O:21])(=[O:3])[CH3:2].[CH3:22][C:23]1[CH:30]=[CH:29][CH:28]=[CH:27][C:24]=1[CH2:25][Br:26]>>[Br-:26].[C:1]([C:4]1[CH:5]=[N+:6]([CH2:22][C:23]2[CH:30]=[CH:29][CH:28]=[CH:27][C:24]=2[CH3:25])[CH:7]=[CH:8][C:9]=1[CH2:10][CH:11]1[CH2:19][C:18]2[C:13](=[CH:14][CH:15]=[C:16]([CH3:20])[CH:17]=2)[C:12]1=[O:21])(=[O:3])[CH3:2] |f:2.3|. Reactants: C(C)(=O)C=1C=NC=CC1CC1C(C2=CC=C(C=C2C1)C)=O (2-[(3-acetyl-4-pyridyl)methyl]-5-methyl-indan-1-one), CC1=C(CBr)C=CC=C1 (2-methylbenzyl bromide). Product: [Br-].C(C)(=O)C=1C=[N+](C=CC1CC1C(C2=CC=C(C=C2C1)C)=O)CC1=C(C=CC=C1)C ([(3-acetyl-1-(o-tolylmethyl)pyridin-1-ium-4-yl]methyl]-5-methyl-indan-1-one bromide). Starting materials: ON1C=CC2=NC=C(C=C21)C=2C=NN(C2)C2CCN(CC2)C(=O)OC(C)(C)C (tert-butyl 4-[4-(1-hydroxy-1H-pyrrolo[3,2-b]pyridin-6-yl)-1H-pyrazol-1-yl]piperidine-1-carboxylate), BrCC1=C(C=CC(=C1)F)C(F)(F)F (2-(bromomethyl)-4-fluoro-1-(trifluoromethyl)benzene). Yields the product FC=1C=CC(=C(CON2C=CC3=NC=C(C=C32)C=3C=NN(C3)C3CCNCC3)C1)C(F)(F)F (1-{[5-fluoro-2-(trifluoromethyl)benzyl]oxy}-6-[1-(piperidin-4-yl)-1H-pyrazol-4-yl]-1H-pyrrolo[3,2-b]pyridine). As a reaction SMILES: [OH:1][N:2]1[C:10]2[C:5](=[N:6][CH:7]=[C:8]([C:11]3[CH:12]=[N:13][N:14]([CH:16]4[CH2:21][CH2:20][N:19](C(OC(C)(C)C)=O)[CH2:18][CH2:17]4)[CH:15]=3)[CH:9]=2)[CH:4]=[CH:3]1.Br[CH2:30][C:31]1[CH:36]=[C:35]([F:37])[CH:34]=[CH:33][C:32]=1[C:38]([F:41])([F:40])[F:39]>>[F:37][C:35]1[CH:34]=[CH:33][C:32]([C:38]([F:39])([F:40])[F:41])=[C:31]([CH:36]=1)[CH2:30][O:1][N:2]1[C:10]2[C:5](=[N:6][CH:7]=[C:8]([C:11]3[CH:12]=[N:13][N:14]([CH:16]4[CH2:21][CH2:20][NH:19][CH2:18][CH2:17]4)[CH:15]=3)[CH:9]=2)[CH:4]=[CH:3]1. Procedure: The entitled compound is prepared from tert-butyl 4-[4-(1-hydroxy-1H-pyrrolo[3,2-b]pyridin-6-yl)-1H-pyrazol-1-yl]piperidine-1-carboxylate and 2-(bromomethyl)-4-fluoro-1-(trifluoromethyl)benzene as described in the last 2 steps of Example 18. Starting materials: [NH4+].[Cl-] (NH4Cl), ClC=1C=C2C=CC(C(C2=CC1)(F)F)(F)F (6-chloro-1,1,2,2-tetrafluoro-1,2-dihydronaphthalene), C1CCOC1 (THF). Reagents/catalysts: [Zn] (zinc), [Zn] (zinc). The solvent is [NH4+].[OH-] (NH4OH), [NH4+].[OH-] (NH4OH). Run at time 22 hour. Product: ClC=1C=C2C=CC(=C(C2=CC1)F)F (6-chloro-1,2-difluoronaphthalene). The yield is 92.3%. As a reaction SMILES: [NH4+].[Cl-].[Cl:3][C:4]1[CH:5]=[C:6]2[C:11](=[CH:12][CH:13]=1)[C:10](F)([F:14])[C:9](F)([F:16])[CH:8]=[CH:7]2.C1COCC1>[NH4+].[OH-].[Zn]>[Cl:3][C:4]1[CH:5]=[C:6]2[C:11](=[CH:12][CH:13]=1)[C:10]([F:14])=[C:9]([F:16])[CH:8]=[CH:7]2 |f:0.1,4.5|. Procedure: A cold solution of 2.3 g of NH4Cl in 10 ml of NH4OH was added to a stirred mixture of 2.00 g (8.45 mmol) of 6-chloro-1,1,2,2-tetrafluoro-1,2-dihydronaphthalene, 5 ml of THF, and 0.84 g (13 mmol) of zinc that was cooled in an ice bath. The mixture was allowed to warm slowly to room temperature. After 22 h, 0.31 g (4.8 mmol) of additional zinc and 3 ml of NH4OH were added. After 24 h reaction time, the zinc was removed by filtration. The phases were separated, and the aqueous layer was extracted t...